This data is from the Open Reaction Database (ORD), a public repository of structured organic reaction records. The task is: describe an organic reaction: reactants, conditions, products, and yield Reactants: CC1=NNC=C1[N+](=O)[O-] (3-methyl-4-nitro-1H-pyrazole), CI (CH3I), C(=O)([O-])[O-].[K+].[K+] (K2CO3). Run in CN(C)C=O (DMF). Conditions: temperature 60 celsius, time 2 hour. Product: CN1N=C(C(=C1)[N+](=O)[O-])C (1,3-dimethyl-4-nitro-1H-pyrazole). The yield is 179.6%. As a reaction SMILES: [CH3:1][C:2]1[C:6]([N+:7]([O-:9])=[O:8])=[CH:5][NH:4][N:3]=1.CI.[C:12]([O-])([O-])=O.[K+].[K+]>CN(C=O)C>[CH3:12][N:4]1[CH:5]=[C:6]([N+:7]([O-:9])=[O:8])[C:2]([CH3:1])=[N:3]1 |f:2.3.4|. Reported procedure: To a solution of 3-methyl-4-nitro-1H-pyrazole (5.02 g, 39.5 mmol) in DMF (80 mL) were added CH3I (10.01 mg, 70.52 mmol) and K2CO3 (9.97 g). The mixture was stirred at 60° C. for 2 h, quenched with water (100 mL), and extracted with EtOAc (250 mL×3). The combined organic phases were washed with brine (100 mL), dried over anhydrous Na2SO4, filtered and concentrated in vacuo to give the title compound as brown oil (10.01 g, 89.79%). The reactants are CC(C)C(=O)Nc1ccn(C2CC(O)C(CO)O2)c(=O)n1, COc1ccc(C(Cl)(c2ccccc2)c2ccc(OC)cc2)cc1, CO, c1ccncc1. Yields the product COc1ccc(C(c2ccccc2)(c2ccc(OC)cc2)C(O)C2OC(n3ccc(NC(=O)C(C)C)nc3=O)CC2O)cc1. As a reaction SMILES: [C:1]([CH:2]([CH3:3])[CH3:4])(=[O:5])[NH:6][c:7]1[n:8][c:9](=[O:21])[n:10]([CH:11]2[CH2:12][CH:13]([OH:14])[CH:15]([CH2:16][OH:17])[O:18]2)[cH:19][cH:20]1.[CH3:22][O:23][c:24]1[cH:25][cH:26][c:27]([C:28]([c:29]2[cH:30][cH:31][c:32]([O:35][CH3:36])[cH:33][cH:34]2)([c:37]2[cH:38][cH:39][cH:40][cH:41][cH:42]2)[Cl:43])[cH:44][cH:45]1.[CH3:46][OH:47].[cH:48]1[cH:49][cH:50][n:51][cH:52][cH:53]1>>[C:1]([CH:2]([CH3:3])[CH3:4])(=[O:5])[NH:6][c:7]1[n:8][c:9](=[O:21])[n:10]([CH:11]2[CH2:12][CH:13]([OH:14])[CH:15]([CH:16]([OH:17])[C:28]([c:27]3[cH:26][cH:25][c:24]([O:23][CH3:22])[cH:45][cH:44]3)([c:29]3[cH:30][cH:31][c:32]([O:35][CH3:36])[cH:33][cH:34]3)[c:37]3[cH:38][cH:39][cH:40][cH:41][cH:42]3)[O:18]2)[cH:19][cH:20]1. Solvent: CN(C=O)C (N,N-dimethylformamide), [NH4+].[Cl-] (NH4Cl). Reactants: FC1(C(NC2=C(O1)C=C(C(=C2)[N+](=O)[O-])F)=O)F (2,2,7-trifluoro-6-nitro-2H-benzo[b][1,4]oxazin-3(4H)-one), C([O-])([O-])=O.[K+].[K+] (potassium carbonate), BrCC#C (3-bromoprop-1-yne). Procedure: To 2,2,7-trifluoro-6-nitro-2H-benzo[b][1,4]oxazin-3(4H)-one (6.9 g, 27.8 mmol) and potassium carbonate (4.61 g, 33.4 mmol) in dry N,N-dimethylformamide at RT was dropwise added 3-bromoprop-1-yne (80 wt % in toluene; 4.96 g, 33.4 mmol). The resulting mixture was stirred at RT overnight. The reaction mixture was poured in saturated aqueous NH4Cl solution and extracted with ethyl acetate. The combined extracts were washed with aqueous NaCl solution, dried with Na2SO4, concentrated and chased with t... Product: FC1(C(N(C2=C(O1)C=C(C(=C2)[N+](=O)[O-])F)CC#C)=O)F (2,2,7-trifluoro-6-nitro-4-(prop-2-ynyl)-2Hbenzo[b][1,4]oxazin-3(4H)-one). Reaction conditions: time 8 hour. RXN SMILES: [F:1][C:2]1([F:17])[O:7][C:6]2[CH:8]=[C:9]([F:15])[C:10]([N+:12]([O-:14])=[O:13])=[CH:11][C:5]=2[NH:4][C:3]1=[O:16].C(=O)([O-])[O-].[K+].[K+].Br[CH2:25][C:26]#[CH:27]>CN(C)C=O.[NH4+].[Cl-]>[F:17][C:2]1([F:1])[O:7][C:6]2[CH:8]=[C:9]([F:15])[C:10]([N+:12]([O-:14])=[O:13])=[CH:11][C:5]=2[N:4]([CH2:27][C:26]#[CH:25])[C:3]1=[O:16] |f:1.2.3,6.7|. Isolated yield 88.7%. The reactants are [N+](=O)([O-])C1=CC=C(C=C1)NC(=O)N(CC1=CC=NC=C1)C (1-(p-nitrophenyl)-3-methyl-3-(4-pyridylmethyl)urea), O.NN (hydrazine hydrate). The reagents and catalysts are [Pd] (palladium-on-carbon). Run in C(C)O (ethanol), C(C)O (ethanol). Conditions: time 8 hour. The product is NC1=CC=C(C=C1)NC(=O)N(CC1=CC=NC=C1)C (1-(p-aminophenyl)-3-methyl-3-(4-pyridylmethyl)urea). RXN SMILES: [N+:1]([C:4]1[CH:9]=[CH:8][C:7]([NH:10][C:11]([N:13]([CH3:21])[CH2:14][C:15]2[CH:20]=[CH:19][N:18]=[CH:17][CH:16]=2)=[O:12])=[CH:6][CH:5]=1)([O-])=O.O.NN>[Pd].C(O)C>[NH2:1][C:4]1[CH:9]=[CH:8][C:7]([NH:10][C:11]([N:13]([CH3:21])[CH2:14][C:15]2[CH:16]=[CH:17][N:18]=[CH:19][CH:20]=2)=[O:12])=[CH:6][CH:5]=1 |f:1.2|. Reported procedure: To a mixture of 5.72 gms. (0.02 mole) of 1-(p-nitrophenyl)-3-methyl-3-(4-pyridylmethyl)urea (see U.S. Pat. No. 3,700,678), 200 ml. of ethanol and 65 ml. of hydrazine hydrate there is added with stirring 0.5 gms. of 5 percent palladium-on-carbon in 50 ml. of ethanol. The resulting mixture is allowed to stand overnight at room temperature and then is refluxed for 2 to 3 hours. The hot reaction mixture is then filtered and the filtrate evaporated to remove solvent. The residue is 1-(p-aminophenyl)-... The reactants are substituted pyrrolidine, C(C)(C)(C)C1=CC=C(C=C1)C1C(NCC1)C (3-(4-t-butylphenyl)-2-methylpyrrolidine), 0.74, ClC1=NC=CC=N1 (chloropyrimidine), C(C)(C)N(CC)C(C)C (diisopropylethylamine). Solvent: C(CCCC)O (pentanol). Yields the product N1=C(N=CC=C1)N1[C@H]([C@@H](CC1)C1=CC=C(C=C1)C(C)(C)C)C (trans 1-(pyrimidin-2-yl)-2-methyl-3-(4-t-butylphenyl)-pyrrolidine). RXN SMILES: [C:1]([C:5]1[CH:10]=[CH:9][C:8]([CH:11]2[CH2:15][CH2:14][NH:13][CH:12]2[CH3:16])=[CH:7][CH:6]=1)([CH3:4])([CH3:3])[CH3:2].Cl[C:18]1[N:23]=[CH:22][CH:21]=[CH:20][N:19]=1.C(N(C(C)C)CC)(C)C>C(O)CCCC>[N:19]1[CH:20]=[CH:21][CH:22]=[N:23][C:18]=1[N:13]1[CH2:14][CH2:15][C@@H:11]([C:8]2[CH:9]=[CH:10][C:5]([C:1]([CH3:4])([CH3:2])[CH3:3])=[CH:6][CH:7]=2)[C@@H:12]1[CH3:16]. Procedure details: 1.4 g (0.0065 mol) of the substituted pyrrolidine prepared in (d), 0.74 (0.0065 mol) g of chloropyrimidine and 0.83 g (0.0065 mol) of diisopropylethylamine were mixed together in 40 mL pentanol and refluxed under nitrogen for six hours. The pentanol was distilled off under reduced pressure. The residue was taken up in dichloromethane and washed three times with water. The solution was dried over MgSO4 and filtered. The solvent was evaporated off under reduced pressure. Column chromatography usin... Reactants: OCC1(C(C2=C(C(=C(C=C2C1)C)C=C)C)O)C (2-Hydroxymethyl-2,5,7-trimethyl-6-vinyl-indan-1-ol), N1C=NC=C1 (Imidazole), [Si](CC)(CC)(CC)Cl (TESCl). Run in C(Cl)Cl (CH2Cl2), O (H2O). Conditions: time 6 hour. The product is CC1(C(C2=C(C(=C(C=C2C1)C)C=C)C)O)CO[Si](CC)(CC)CC (2,5,7-Trimethyl-2-triethylsilanyloxymethyl-6-vinyl-indan-1-ol). Isolated yield 67.0%. As a reaction SMILES: [OH:1][CH2:2][C:3]1([CH3:17])[CH2:11][C:10]2[C:5](=[C:6]([CH3:15])[C:7]([CH:13]=[CH2:14])=[C:8]([CH3:12])[CH:9]=2)[CH:4]1[OH:16].N1C=CN=C1.[Si:23](Cl)([CH2:28][CH3:29])([CH2:26][CH3:27])[CH2:24][CH3:25]>C(Cl)Cl.O>[CH3:17][C:3]1([CH2:2][O:1][Si:23]([CH2:28][CH3:29])([CH2:26][CH3:27])[CH2:24][CH3:25])[CH2:11][C:10]2[C:5](=[C:6]([CH3:15])[C:7]([CH:13]=[CH2:14])=[C:8]([CH3:12])[CH:9]=2)[CH:4]1[OH:16]. Reported procedure: To the stirred solution of starting material 7 (0.85 g, 3.66 mmol) in dry CH2Cl2 added Imidazole (0.5 g, 7.32 mmol) and TESCl (0.6 mL, 3.66 mmol) sequentially at 0° C. under argon atmosphere and stirred the reaction mixture at same temperature for 6 h. Then reaction mixture was diluted with H2O (10 mL) followed by extraction with CH2Cl2 (50 mL), brine (25 mL), dried (Na2SO4) and concentrated in vacuo. Purification by column chromatography (SiO2, 5 to 10% EtOAc in petroleum ether eluant) gave pur... Reactants: COC(=O)C1=NC(=CC=C1)Cl (6-chloro-pyridine-2-carboxylic acid methyl ester), ester, ice water, [H-].[Na+] (NaH), C(C)#N (acetonitrile), C(Cl)Cl.CO (CH2Cl2 MeOH). Run in C1(=CC=CC=C1)C (toluene), C1(=CC=CC=C1)C (toluene). Conditions: time 24 hour. Yields the product ClC1=CC=CC(=N1)C(CC#N)=O (3-(6-Chloro-pyridin-2-yl)-3-oxo-propionitrile). Reaction SMILES: [H-].[Na+].CO[C:5]([C:7]1[CH:12]=[CH:11][CH:10]=[C:9]([Cl:13])[N:8]=1)=[O:6].[C:14](#[N:16])[CH3:15].C(Cl)Cl.CO>C1(C)C=CC=CC=1>[Cl:13][C:9]1[N:8]=[C:7]([C:5](=[O:6])[CH2:15][C:14]#[N:16])[CH:12]=[CH:11][CH:10]=1 |f:0.1,4.5|. Procedure: A suspension of NaH (1.03 g, 26 mmol; 60% in mineral oil) in toluene (30 ml) was heated to 65° under an argon atmosphere. A solution of 6-chloro-pyridine-2-carboxylic acid methyl ester (4.4 g, 26 mmol) and acetonitrile (1.33 ml, 26 mmol) in toluene (20 ml; heating was required to dissolve the ester) was then added dropwise (exothermic), and the mixture was stirred at 65° for 24 h (compact slurry). After cooling to r.t., ice water was added while stirring. The aqueous phase was collected, washed ... The reactants are FC=1C=CC(=NC1)N1N=C(C=2C[C@@H]3[C@H](C12)C3)C(=O)O ((1aR,5aR)-2-(5-fluoropyridin-2-yl)-1a,2,5,5a-tetrahydro-1H-2,3-diaza-cyclopropa[a]pentalene-4-carboxylic acid), NC(CO)(C)C (2-amino-2-methylpropan-1-ol). Product: OCC(C)(C)NC(=O)C=1C=2C[C@@H]3[C@H](C2N(N1)C1=NC=C(C=C1)F)C3 ((1aR,5aR)-2-(5-Fluoro-pyridin-2-yl)-1a,2,5,5a-tetrahydro-1H-2,3-diaza-cyclopropa[a]pentalene-4-carboxylic Acid (2-Hydroxy-1,1-dimethyl-ethyl)-amide). RXN SMILES: [F:1][C:2]1[CH:3]=[CH:4][C:5]([N:8]2[C:15]3[C@@H:14]4[CH2:16][C@@H:13]4[CH2:12][C:11]=3[C:10]([C:17]([OH:19])=O)=[N:9]2)=[N:6][CH:7]=1.[NH2:20][C:21]([CH3:25])([CH3:24])[CH2:22][OH:23]>>[OH:23][CH2:22][C:21]([NH:20][C:17]([C:10]1[C:11]2[CH2:12][C@H:13]3[CH2:16][C@H:14]3[C:15]=2[N:8]([C:5]2[CH:4]=[CH:3][C:2]([F:1])=[CH:7][N:6]=2)[N:9]=1)=[O:19])([CH3:25])[CH3:24]. Procedure details: The title compound was prepared in a manner similar to that described in Method G using (1aR,5aR)-2-(5-fluoropyridin-2-yl)-1a,2,5,5a-tetrahydro-1H-2,3-diaza-cyclopropa[a]pentalene-4-carboxylic acid and 2-amino-2-methylpropan-1-ol. LCMS m/z=331.2 [M+H]+; 1H NMR (400 MHz, CDCl3) δ ppm 0.45 (td, J=4.7, 3.3 Hz, 1H), 1.24 (td, J=7.9, 4.8 Hz, 1H), 1.404 (s, 3H), 1.408 (s, 3H), 2.24-2.30 (m, 1H), 2.74-2.79 (m, 1H), 2.91 (d, J=16.7 Hz, 1H), 3.00 (dd, J=16.6, 6.2 Hz, 1H), 3.70 (d, J=6.2 Hz, 2H), 4.72 (t,... Reaction conditions: temperature 0 celsius, time 30 minute. Isolated yield 93.1%. Yields the product FC1C(C(CCN(C1)C(=O)OC(C)(C)C)C(=O)OCC)=O (1-tert-butyl 4-ethyl 6-fluoro-5-oxoazepane-1,4-dicarboxylate). Solvent: CCOCC (Et2O), O (Water), CCOCC (Et2O), C(Cl)Cl (CH2Cl2). Reported procedure: A solution of tert-butyl 3-fluoro-4-oxopiperidine-1-carboxylate (20.0 g, 92.1 mmol) in 1:1 (CH2Cl2:Et2O, 250 mL) was cooled to −60° C. using an IPA/dry ice bath. In a separate flask was added BF3-Etherate (12.8 mL, 101 mmol) and Et2O (40 mL) which was cooled to 0° C., then ethyl 2-diazoacetate (12.6 mL, 120 mmol) was added. This mixture was added to the oxopiperidine solution and the reaction mixture was slowly warmed to ambient temperature over 2 hours. Water was added (100 mL) and the mixture ... As a reaction SMILES: [F:1][CH:2]1[C:7](=[O:8])[CH2:6][CH2:5][N:4]([C:9]([O:11][C:12]([CH3:15])([CH3:14])[CH3:13])=[O:10])[CH2:3]1.B(F)(F)F.[N+](=[CH:22][C:23]([O:25][CH2:26][CH3:27])=[O:24])=[N-].O=C1CCCCN1>O.CCOCC.C(Cl)Cl>[F:1][CH:2]1[CH2:3][N:4]([C:9]([O:11][C:12]([CH3:15])([CH3:14])[CH3:13])=[O:10])[CH2:5][CH2:6][CH:22]([C:23]([O:25][CH2:26][CH3:27])=[O:24])[C:7]1=[O:8]. Reactants: B(F)(F)F (BF3), O=C1NCCCC1 (oxopiperidine), FC1CN(CCC1=O)C(=O)OC(C)(C)C (tert-butyl 3-fluoro-4-oxopiperidine-1-carboxylate), [N+](=[N-])=CC(=O)OCC (ethyl 2-diazoacetate). The reactants are CCN=C=NCCCN(C)C, CNCCc1ccccn1, CCOC(C)=O, Cl, CN(C)C=O, O=C(O)c1cccc(CC2CCCC2c2nc(-c3ccccc3)c(-c3ccccc3)o2)c1. The product is CN(CCc1ccccn1)C(=O)c1cccc(CC2CCCC2c2nc(-c3ccccc3)c(-c3ccccc3)o2)c1. Reaction SMILES: [CH2:44]([N:45]=[C:46]=[N:47][CH2:48][CH2:49][CH2:50][N:51]([CH3:52])[CH3:53])[CH3:54].[CH3:33][NH:34][CH2:35][CH2:36][c:37]1[n:38][cH:39][cH:40][cH:41][cH:42]1.[CH3:60][CH2:61][O:62][C:63]([CH3:64])=[O:65].[ClH:43].[O:55]=[CH:56][N:57]([CH3:58])[CH3:59].[c:1]1(-[c:7]2[n:8][c:9]([CH:18]3[CH:19]([CH2:23][c:24]4[cH:25][c:26]([C:27](=[O:28])[OH:29])[cH:30][cH:31][cH:32]4)[CH2:20][CH2:21][CH2:22]3)[o:10][c:11]2-[c:12]2[cH:13][cH:14][cH:15][cH:16][cH:17]2)[cH:2][cH:3][cH:4][cH:5][cH:6]1>>[c:1]1(-[c:7]2[n:8][c:9]([CH:18]3[CH:19]([CH2:23][c:24]4[cH:25][c:26]([C:27](=[O:28])[N:34]([CH3:33])[CH2:35][CH2:36][c:37]5[n:38][cH:39][cH:40][cH:41][cH:42]5)[cH:30][cH:31][cH:32]4)[CH2:20][CH2:21][CH2:22]3)[o:10][c:11]2-[c:12]2[cH:13][cH:14][cH:15][cH:16][cH:17]2)[cH:2][cH:3][cH:4][cH:5][cH:6]1.